Dataset: the Open Reaction Database (ORD), a public repository of structured organic reaction records. Task: describe an organic reaction: reactants, conditions, products, and yield Starting materials: C#C (acetylene), C(C)OC(NC=1C(=NC=CC1)I)=O ((2-iodo-pyridin-3-yl)-carbamic acid ethyl ester), C(C)(C)(C)OC(N[C@@H]1C(N(CC1)CC#C)=O)=O ((2-oxo-1-prop-2-ynyl-pyrrolidin-3-(S)-yl)-carbamic acid tert-butyl ester), N12CCCCCC2=NCCC1 (1,8-diazabicyclo[5.4.0]undec-7ene), C#C (acetylene). Reagents/catalysts: Cl[Pd]([P](C1=CC=CC=C1)(C2=CC=CC=C2)C3=CC=CC=C3)([P](C4=CC=CC=C4)(C5=CC=CC=C5)C6=CC=CC=C6)Cl (Pd(PPh3)2Cl2), [Cu](I)I (copper iodide). The solvent is CN(C)C=O (DMF), O (water), CCOC(=O)C (EtOAc), C(C)#N (acetonitrile), C(C)N(CC)CC (triethylamine), CO (MeOH). Reaction conditions: temperature 100 celsius. Product: C(C)OC(=O)N1C(=CC2=NC=CC=C21)CN2C([C@H](CC2)NC(=O)OC(C)(C)C)=O (2-(3-(S)-tert-Butoxycarbonylamino-2-oxopyrrolidin-1-ylmethyl)-pyrrolo[3,2-b]pyridine-1-carboxylic acid ethyl ester). Isolated yield 10.7%. RXN SMILES: [CH2:1]([O:3][C:4](=[O:13])[NH:5][C:6]1[C:7](I)=[N:8][CH:9]=[CH:10][CH:11]=1)[CH3:2].[C:14]([O:18][C:19](=[O:30])[NH:20][C@H:21]1[CH2:25][CH2:24][N:23]([CH2:26][C:27]#[CH:28])[C:22]1=[O:29])([CH3:17])([CH3:16])[CH3:15].C#C.N12CCCN=C1CCCCC2>C(#N)C.CO.CN(C=O)C.O.CCOC(C)=O.Cl[Pd](Cl)([P](C1C=CC=CC=1)(C1C=CC=CC=1)C1C=CC=CC=1)[P](C1C=CC=CC=1)(C1C=CC=CC=1)C1C=CC=CC=1.[Cu](I)I.C(N(CC)CC)C>[CH2:1]([O:3][C:4]([N:5]1[C:6]2[C:7](=[N:8][CH:9]=[CH:10][CH:11]=2)[CH:28]=[C:27]1[CH2:26][N:23]1[CH2:24][CH2:25][C@H:21]([NH:20][C:19]([O:18][C:14]([CH3:16])([CH3:15])[CH3:17])=[O:30])[C:22]1=[O:29])=[O:13])[CH3:2] |^1:63,82|. Reported procedure: A mixture of (2-iodo-pyridin-3-yl)-carbamic acid ethyl ester (0.6 g, 2.05 mmol), (2-oxo-1-prop-2-ynyl-pyrrolidin-3-(S)-yl)-carbamic acid tert-butyl ester (0.49 g, 2.05 mmol), Pd(PPh3)2Cl2 (72 mg), copper iodide (12 mg) and triethylamine (1.1 mL) in 4 mL of acetonitrile is heated in a sealed tube at 100° C. for 18 hours. After cooling, the reaction mixture is diluted with MeOH and filtered through a Celite pad. The filtrate is concentrated in vacuo. The residue is diluted with EtOAc and washed wi... Reactants: C(C)OC(CN1N=C(C=C1N)C=1C=NC=CC1)OCC (1-(2,2-Diethoxyethyl)-3-(pyridin-3-yl)-1H-pyrazole-5-amine), BrC1=C(C(=CC(=C1)[N+](=O)[O-])C)C (1-bromo-2,3-dimethyl-5-nitrobenzene). Product: C(C)OC(CN1N=C(C=C1NC1=C(C(=CC(=C1)[N+](=O)[O-])C)C)C=1C=NC=CC1)OCC (1-(2,2-Diethoxyethyl)-N-(2,3-dimethyl-5-nitrophenyl)-3-(pyridin-3-yl)-1H-pyrazole-5-amine). RXN SMILES: [CH2:1]([O:3][CH:4]([O:18][CH2:19][CH3:20])[CH2:5][N:6]1[C:10]([NH2:11])=[CH:9][C:8]([C:12]2[CH:13]=[N:14][CH:15]=[CH:16][CH:17]=2)=[N:7]1)[CH3:2].Br[C:22]1[CH:27]=[C:26]([N+:28]([O-:30])=[O:29])[CH:25]=[C:24]([CH3:31])[C:23]=1[CH3:32]>>[CH2:1]([O:3][CH:4]([O:18][CH2:19][CH3:20])[CH2:5][N:6]1[C:10]([NH:11][C:22]2[CH:27]=[C:26]([N+:28]([O-:30])=[O:29])[CH:25]=[C:24]([CH3:31])[C:23]=2[CH3:32])=[CH:9][C:8]([C:12]2[CH:13]=[N:14][CH:15]=[CH:16][CH:17]=2)=[N:7]1)[CH3:2]. Reported procedure: Analogously to Example 13A/Step 1, two batches of 100 mg (0.36 mmol) and of 1.50 g (5.43 mmol), respectively, of the compound of Example 4A and 92 mg (0.40 mmol) and 1.37 g (5.97 mmol), respectively, of 1-bromo-2,3-dimethyl-5-nitrobenzene gave a total of 1.31 g (23% of theory) of the title compound.